Dataset: the Open Reaction Database (ORD), a public repository of structured organic reaction records. Task: describe an organic reaction: reactants, conditions, products, and yield Reactants: ClCCl, O=S(=O)(OS(=O)(=O)C(F)(F)F)C(F)(F)F, CC(C)(C)c1csc(-c2cc3cc(O)ccc3o2)n1, Cc1cccc(C)n1. Product: CC(C)(C)c1csc(-c2cc3cc(OS(=O)(=O)C(F)(F)F)ccc3o2)n1. RXN SMILES: [Cl:43][CH2:44][Cl:45].[F:1][C:2]([S:3](=[O:4])(=[O:5])[O:8][S:9](=[O:10])(=[O:11])[C:12]([F:13])([F:14])[F:15])([F:6])[F:7].[OH:16][c:17]1[cH:18][cH:19][c:20]2[c:21]([cH:22][c:23](-[c:25]3[s:26][cH:27][c:28]([C:30]([CH3:31])([CH3:32])[CH3:33])[n:29]3)[o:24]2)[cH:34]1.[n:35]1[c:36]([CH3:37])[cH:38][cH:39][cH:40][c:41]1[CH3:42]>>[O:8]([S:9](=[O:10])(=[O:11])[C:12]([F:13])([F:14])[F:15])[c:17]1[cH:18][cH:19][c:20]2[c:21]([cH:22][c:23](-[c:25]3[s:26][cH:27][c:28]([C:30]([CH3:31])([CH3:32])[CH3:33])[n:29]3)[o:24]2)[cH:34]1. Starting materials: C1(=CC=CC=C1)S(=O)(=O)N=C=O (benzenesulfonylisocyanate), NC1=C(C(=O)O)C=CC=C1 (2-aminobenzoic acid). The product is C1(=CC=CC=C1)S(=O)(=O)N1C(NC2=CC=CC=C2C1=O)=O (3-benzenesulfonyl-2,4(1H,3H)-quinazolinedione). The yield is 72.4%. Reaction SMILES: [C:1]1([S:7]([N:10]=[C:11]=[O:12])(=[O:9])=[O:8])[CH:6]=[CH:5][CH:4]=[CH:3][CH:2]=1.[NH2:13][C:14]1[CH:22]=[CH:21][CH:20]=[CH:19][C:15]=1[C:16](O)=[O:17]>>[C:1]1([S:7]([N:10]2[C:16](=[O:17])[C:15]3[C:14](=[CH:22][CH:21]=[CH:20][CH:19]=3)[NH:13][C:11]2=[O:12])(=[O:8])=[O:9])[CH:2]=[CH:3][CH:4]=[CH:5][CH:6]=1. Reported procedure: 3.00 g (16.4 mmol) of benzenesulfonylisocyanate and 2.04 g (14.9 mmol) of 2-aminobenzoic acid were treated in the same way as in Example 1 to obtain 3.26 g of the above-identified compound (yield 72.4%). Properties: colorless crystal, Melting point: 211°-213° C., PMR (δppm, DMSO-d6): 7.13 (1H,d), 7.20 (1H,t), 7.61-7.70 (3 H,m), 7.78 (1H,t), 7.87 (1H,d), 8.17 (2H,d), 11.51 (1H,br). The reactants are CCOC(=O)c1cc(C(C)(C)C)nn1CCN(C)C, C1CCOC1, [Li+], [OH-]. The product is CN(C)CCn1nc(C(C)(C)C)cc1C(=O)O. As a reaction SMILES: [C:1]([CH3:2])([CH3:3])([CH3:4])[c:5]1[n:6][n:7]([CH2:15][CH2:16][N:17]([CH3:18])[CH3:19])[c:8]([C:10](=[O:11])[O:12][CH2:13][CH3:14])[cH:9]1.[CH2:22]1[O:23][CH2:24][CH2:25][CH2:26]1.[Li+:21].[OH-:20]>>[C:1]([CH3:2])([CH3:3])([CH3:4])[c:5]1[n:6][n:7]([CH2:15][CH2:16][N:17]([CH3:18])[CH3:19])[c:8]([C:10](=[O:11])[OH:12])[cH:9]1. Reactants: NC1=NC=C(C(=N1)N)CC=1C=C(C(=C(N(C(C)=O)C)C1)OC)N(C)C (5'-[(2,4-diamino-5-pyrimidinyl)methyl]3'-dimethylamino-2'-methoxy-N-methylacetanilide), 1-N, Cl (hydrochloric acid). Product: NC1=NC=C(C(=N1)N)CC1=CC(=C(C(=C1)NC)OC)N(C)C (2,4-diamino-5-[3-dimethylamino-4-methoxy-5-(methylamino)benzyl]pyrimidine). RXN SMILES: [NH2:1][C:2]1[N:7]=[C:6]([NH2:8])[C:5]([CH2:9][C:10]2[CH:11]=[C:12]([N:23](C)[CH3:24])[C:13]([O:21][CH3:22])=[C:14]([CH:20]=2)[N:15]([CH3:19])[C:16](=O)C)=[CH:4][N:3]=1.Cl>>[NH2:1][C:2]1[N:7]=[C:6]([NH2:8])[C:5]([CH2:9][C:10]2[CH:11]=[C:12]([NH:23][CH3:24])[C:13]([O:21][CH3:22])=[C:14]([N:15]([CH3:19])[CH3:16])[CH:20]=2)=[CH:4][N:3]=1. Procedure details: 4.0 G. of 5'-[(2,4-diamino-5-pyrimidinyl)methyl]3'-dimethylamino-2'-methoxy-N-methylacetanilide (prepared as described in the first paragraph of Example 2) and 100 ml. of 1-N hydrochloric acid were boiled under reflux for 2 hours. After neutralization and evaporation in vacuo, purification of the residue over silica gel with methylene chloride/propanol (8:2) and recrystallization from ethanol, there was obtained 2,4-diamino-5-[3-dimethylamino-4-methoxy-5-(methylamino)benzyl]pyrimidine, having a ... Starting materials: CC(=O)c1cc(Br)c(OCCCBr)c(Br)c1, CC#N, Fc1ccc2c(C3CCNCC3)noc2c1, [K+], [K+], O=C([O-])[O-]. The product is CC(=O)c1cc(Br)c(OCCCN2CCC(c3noc4cc(F)ccc34)CC2)c(Br)c1. RXN SMILES: [Br:23][CH2:24][CH2:25][CH2:26][O:27][c:28]1[c:29]([Br:38])[cH:30][c:31]([C:35]([CH3:36])=[O:37])[cH:32][c:33]1[Br:34].[CH3:39][C:40]#[N:41].[F:1][c:2]1[cH:3][c:4]2[c:5]([c:6]([CH:9]3[CH2:10][CH2:11][NH:12][CH2:13][CH2:14]3)[n:7][o:8]2)[cH:15][cH:16]1.[K+:17].[K+:18].[O-:19][C:20]([O-:21])=[O:22]>>[F:1][c:2]1[cH:3][c:4]2[c:5]([c:6]([CH:9]3[CH2:10][CH2:11][N:12]([CH2:24][CH2:25][CH2:26][O:27][c:28]4[c:29]([Br:38])[cH:30][c:31]([C:35]([CH3:36])=[O:37])[cH:32][c:33]4[Br:34])[CH2:13][CH2:14]3)[n:7][o:8]2)[cH:15][cH:16]1. The reactants are C(C)(C)(C)C=1C=C(C(=C(C1)C1=CC=C(C=C1)OC(F)(F)F)O)C=O (5-(tert-butyl)-2-hydroxy-4′-(trifluoromethoxy)-[1,1′-biphenyl]-3-carbaldehyde), ClC1=C(C=CC(=C1)C(F)(F)F)B(O)O (2-chloro-4-(trifluoromethyl)phenylboronic acid), BrC=1C(=C(C=O)C=C(C1)C(C)(C)C)O (3-bromo-5-(tert-butyl)-2-hydroxybenzaldehyde), BrC=1C(=C(C=O)C=C(C1)C(C)(C)C)O (3-bromo-5-(tert-butyl)-2-hydroxybenzaldehyde). Product: C(C)(C)(C)C=1C=C(C(=C(C1)C1=C(C=C(C=C1)C(F)(F)F)Cl)O)C=O (5-(tert-Butyl)-2′-chloro-2-hydroxy-4′-(trifluoromethyl)-[1,1′-biphenyl]-3-carbaldehyde). As a reaction SMILES: C(C1C=C(C=O)C(O)=C(C2C=CC(OC(F)(F)F)=CC=2)C=1)(C)(C)C.Br[C:26]1[C:27]([OH:38])=[C:28]([CH:31]=[C:32]([C:34]([CH3:37])([CH3:36])[CH3:35])[CH:33]=1)[CH:29]=[O:30].[Cl:39][C:40]1[CH:45]=[C:44]([C:46]([F:49])([F:48])[F:47])[CH:43]=[CH:42][C:41]=1B(O)O>>[C:34]([C:32]1[CH:31]=[C:28]([CH:29]=[O:30])[C:27]([OH:38])=[C:26]([C:41]2[CH:42]=[CH:43][C:44]([C:46]([F:49])([F:48])[F:47])=[CH:45][C:40]=2[Cl:39])[CH:33]=1)([CH3:37])([CH3:36])[CH3:35]. Reported procedure: 5-(tert-Butyl)-2′-chloro-2-hydroxy-4′-(trifluoromethyl)-[1,1′-biphenyl]-3-carbaldehyde was prepared as a yellow oil using the procedure described in Intermediate 5 from 3-bromo-5-(tert-butyl)-2-hydroxybenzaldehyde (Intermediate 4) and 2-chloro-4-(trifluoromethyl)phenylboronic acid. Reactants: ClB(Cl)Cl, COc1cc(OC)c(OC)cc1C=O, ClCCl, Cl. Yields the product COc1cc(O)c(C=O)cc1OC. As a reaction SMILES: [B:1]([Cl:2])([Cl:3])[Cl:4].[CH3:5][O:6][c:7]1[c:8]([CH:9]=[O:10])[cH:11][c:12]([O:17][CH3:18])[c:13]([O:15][CH3:16])[cH:14]1.[Cl:20][CH2:21][Cl:22].[ClH:19]>>[OH:6][c:7]1[c:8]([CH:9]=[O:10])[cH:11][c:12]([O:17][CH3:18])[c:13]([O:15][CH3:16])[cH:14]1.